describe an organic reaction: reactants, conditions, products, and yield From a dataset of the Open Reaction Database (ORD), a public repository of structured organic reaction records. Reactants: CC(C)(C)[Si](C)(C)OCC=O, CCOC(=O)C[PH](c1ccccc1)(c1ccccc1)c1ccccc1, Cc1ccccc1. Yields the product CCOC(=O)C=CCO[Si](C)(C)C(C)(C)C. RXN SMILES: [C:1]([CH3:2])([CH3:3])([CH3:4])[Si:5]([O:6][CH2:7][CH:8]=[O:9])([CH3:10])[CH3:11].[CH2:12]([CH3:13])[O:14][C:15]([CH2:16][PH:17]([c:18]1[cH:19][cH:20][cH:21][cH:22][cH:23]1)([c:24]1[cH:25][cH:26][cH:27][cH:28][cH:29]1)[c:30]1[cH:31][cH:32][cH:33][cH:34][cH:35]1)=[O:36].[CH3:37][c:38]1[cH:39][cH:40][cH:41][cH:42][cH:43]1>>[C:1]([CH3:2])([CH3:3])([CH3:4])[Si:5]([O:6][CH2:7][CH:8]=[CH:16][C:15]([O:14][CH2:12][CH3:13])=[O:36])([CH3:10])[CH3:11]. The reactants are [BH3-]C#N.[Na+] (NaCNBH3), Cl (HCl), [Si](C1=CC=CC=C1)(C1=CC=CC=C1)(C(C)(C)C)OC(C1=C(C=CC=C1)Cl)C1NCC(NC1)=O (5-{[tert-Butyl(diphenyl)silyloxy}-2-chlorobenzyl)piperazin-2-one), C(#N)C1=C(C=C(C=C1)C(CCC=O)(C1=CN=CN1C)NS(=O)C(C)(C)C)F (N-[1-(4-Cyano-3-fluorophenyl)-4-oxo-1-(1-methyl-1H-imidazol-5-yl)butyl]-2-methylpropane-2-sulfinamide), CO (MeOH), CO (MeOH). Solvent: CC(=O)O (HOAc), O1CCOCC1 (dioxane). Conditions: time 18 hour. Yields the product NC(CCCN1CC(N(CC1)CC1=C(C=CC(=C1)O[Si](C1=CC=CC=C1)(C1=CC=CC=C1)C(C)(C)C)Cl)=O)(C1=CN=CN1C)C1=CC(=C(C#N)C=C1)F (4-[1-Amino-4-[4-(5-{[tert-butyl(diphenyl)silyl]oxy}-2-chlorobenzyl)-3-oxopiperazin-1-yl]-1-(1-methyl-1H-imidazol-5-yl)butyl]-2-fluorobenzonitrile). As a reaction SMILES: [Si:1]([O:18]C(C1CNC(=O)CN1)C1C=CC=CC=1Cl)([C:14]([CH3:17])([CH3:16])[CH3:15])([C:8]1[CH:13]=[CH:12][CH:11]=[CH:10][CH:9]=1)[C:2]1[CH:7]=[CH:6][CH:5]=[CH:4][CH:3]=1.[C:34]([C:36]1[CH:41]=[CH:40][C:39]([C:42]([NH:53]S(C(C)(C)C)=O)([C:47]2[N:51]([CH3:52])[CH:50]=[N:49][CH:48]=2)[CH2:43][CH2:44][CH:45]=O)=[CH:38][C:37]=1[F:60])#[N:35].[BH3-][C:62]#[N:63].[Na+].[ClH:65].[CH3:66][OH:67]>O1CCOCC1.CC(O)=O>[NH2:53][C:42]([C:39]1[CH:40]=[CH:41][C:36]([C:34]#[N:35])=[C:37]([F:60])[CH:38]=1)([C:47]1[N:51]([CH3:52])[CH:50]=[N:49][CH:48]=1)[CH2:43][CH2:44][CH2:45][N:49]1[CH2:48][CH2:47][N:63]([CH2:62][C:36]2[CH:41]=[C:40]([O:18][Si:1]([C:14]([CH3:17])([CH3:16])[CH3:15])([C:8]3[CH:13]=[CH:12][CH:11]=[CH:10][CH:9]=3)[C:2]3[CH:3]=[CH:4][CH:5]=[CH:6][CH:7]=3)[CH:39]=[CH:38][C:37]=2[Cl:65])[C:66](=[O:67])[CH2:50]1 |f:2.3|. Procedure: 1-(5-{[tert-Butyl(diphenyl)silyloxy}-2-chlorobenzyl)piperazin-2-one (0.052 g, 0.108 mmol) and N-[1-(4-cyano-3-fluorophenyl)-4-oxo-1-(1-methyl-1H-imidazol-5-yl)butyl]-2-methylpropane-2-sulfinamide (Example 1, Step J) (0.028 g, 0.0.072 mmol)were dissolved in MeOH (5 mL), the pH of the solution adjusted to 5 with HOAc, then NaCNBH3 (0.0068 g, 0.108 mmol) was added. After stirring at ambient temperature for 18 h, the reaction mixture was concentrated in vacuo, partitioned between CH2Cl2 and aqueous ... The product is O=C(O)C(F)(F)F, CS(=O)(=O)c1ccc(N2CCc3c(OC4CCN(CC(=O)c5ccc(Cl)s5)CC4)ncnc32)c(F)c1. Reactants: O=C(CBr)c1ccc(Cl)s1, CC#N, CCN(C(C)C)C(C)C, O=C(O)C(F)(F)F, CS(=O)(=O)c1ccc(N2CCc3c(OC4CCNCC4)ncnc32)c(F)c1, O=C([O-])C(F)(F)F. Reaction SMILES: [Br:44][CH2:45][C:46](=[O:47])[c:48]1[s:49][c:50]([Cl:53])[cH:51][cH:52]1.[CH3:61][C:62]#[N:63].[CH:35]([N:36]([CH:37]([CH3:38])[CH3:39])[CH2:40][CH3:41])([CH3:42])[CH3:43].[F:1][C:2]([C:3](=[O:4])[OH:5])([F:6])[F:7].[F:8][c:9]1[c:10]([N:19]2[CH2:20][CH2:21][c:22]3[c:23]2[n:24][cH:25][n:26][c:27]3[O:28][CH:29]2[CH2:30][CH2:31][NH:32][CH2:33][CH2:34]2)[cH:11][cH:12][c:13]([S:15](=[O:16])(=[O:17])[CH3:18])[cH:14]1.[O-:54][C:55]([C:56]([F:57])([F:58])[F:59])=[O:60]>>[F:1][C:2]([C:3](=[O:4])[OH:5])([F:6])[F:7].[F:8][c:9]1[c:10]([N:19]2[CH2:20][CH2:21][c:22]3[c:23]2[n:24][cH:25][n:26][c:27]3[O:28][CH:29]2[CH2:30][CH2:31][N:32]([CH2:45][C:46](=[O:47])[c:48]3[s:49][c:50]([Cl:53])[cH:51][cH:52]3)[CH2:33][CH2:34]2)[cH:11][cH:12][c:13]([S:15](=[O:16])(=[O:17])[CH3:18])[cH:14]1. Starting materials: S(=O)(=O)(O)O.COC(N)=N (O-Methylisourea hydrogen sulfate), [OH-].[Na+] (NaOH), C(C1=CC=CC=C1)(=O)Cl (benzoyl chloride). Solvent: O (water). Run at temperature 7.5 celsius, time 3 hour. Yields the product C(C1=CC=CC=C1)(=O)NC(OC)=NC(C1=CC=CC=C1)=O (N,N′-dibenzoylcarbamimidoic acid, methyl ester). As a reaction SMILES: S(O)(O)(=O)=O.[CH3:6][O:7][C:8](=[NH:10])[NH2:9].[OH-:11].[Na+].[C:13](Cl)(=[O:20])[C:14]1[CH:19]=[CH:18][CH:17]=[CH:16][CH:15]=1>O>[C:13]([NH:10][C:8](=[N:9][C:13](=[O:11])[C:14]1[CH:19]=[CH:18][CH:17]=[CH:16][CH:15]=1)[O:7][CH3:6])(=[O:20])[C:14]1[CH:19]=[CH:18][CH:17]=[CH:16][CH:15]=1 |f:0.1,2.3|. Reported procedure: O-Methylisourea hydrogen sulfate (17.2 g, 0.1 mol) was suspended in water (100 mL) containing NaOH (20 g, 0.5 mol) and the mixture cooled to 5-10° C. The mixture was stirred vigorously as benzoyl chloride (35.15 g, 0.25 mol) was added at such a rate that the reaction temperature did not rise above 15° C. After the last addition, the mixture was stirred for 3 h and the resulting solid collected by vacuum filtration to give N,N′-dibenzoylcarbamimidoic acid, methyl ester.